This data is from the Open Reaction Database (ORD), a public repository of structured organic reaction records. The task is: describe an organic reaction: reactants, conditions, products, and yield Solvent: CCOCC (ether), C(C)O (ethanol). Procedure: A solution of [1-phenyl-pyrrol-2-yl]methyl trimethylammonium iodide (J.A.C.S., 73, 4921, (1951) (3.42 g) and imidazole (0.68 g) in ethanol (70 ml) was heated under reflux for 7 hours. The solution was evaporated and the residue was chromatographed on silica gel. Elution with chloroform gave an oil which was dissolved in ether. Addition of an excess of ethereal hydrogen chloride gave a precipitate which was filtered off and crystallised from methanol/ethyl acetate to give 1-phenyl-2-(imidazol-1-y... RXN SMILES: [I-].[C:2]1([N:8]2[CH:12]=[CH:11][CH:10]=[C:9]2[CH2:13][N+:14]([CH3:17])([CH3:16])C)[CH:7]=[CH:6][CH:5]=[CH:4][CH:3]=1.[NH:18]1C=CN=[CH:19]1.[ClH:23]>C(O)C.CCOCC>[ClH:23].[C:2]1([N:8]2[CH:12]=[CH:11][CH:10]=[C:9]2[CH2:13][N:14]2[CH:16]=[CH:19][N:18]=[CH:17]2)[CH:3]=[CH:4][CH:5]=[CH:6][CH:7]=1 |f:0.1,6.7|. Starting materials: [I-].C1(=CC=CC=C1)N1C(=CC=C1)C[N+](C)(C)C ([1-phenyl-pyrrol-2-yl]methyl trimethylammonium iodide), N1C=NC=C1 (imidazole), Cl (hydrogen chloride). The product is Cl.C1(=CC=CC=C1)N1C(=CC=C1)CN1C=NC=C1 (1-phenyl-2-(imidazol-1-ylmethyl) pyrrole hydrochloride). Reactants: ClC1=C(C(=O)OC)C=CC(=C1)[N+](=O)[O-] (methyl 2-chloro-4-nitrobenzoate), [Sn](Cl)Cl (Tin (II) Chloride). The solvent is CCO (EtOH). Reaction conditions: temperature 55 celsius. Yields the product NC1=CC(=C(C(=O)OC)C=C1)Cl (methyl 4-amino-2-chlorobenzoate). Yield: 90.6%. As a reaction SMILES: [Cl:1][C:2]1[CH:11]=[C:10]([N+:12]([O-])=O)[CH:9]=[CH:8][C:3]=1[C:4]([O:6][CH3:7])=[O:5].[Sn](Cl)Cl>CCO>[NH2:12][C:10]1[CH:9]=[CH:8][C:3]([C:4]([O:6][CH3:7])=[O:5])=[C:2]([Cl:1])[CH:11]=1. Procedure: To 5 g of methyl 2-chloro-4-nitrobenzoate in 100 mL of EtOH was added 20 g of Tin (II) Chloride in portions. The reaction was heated to 55° C. and monitored by TLC until complete. Solvent was concentrated and extraction was performed in Ethyl Acetate and water with TEA to reduce emulsions. The organic layer was dried over Magnesium Sulfate, filtered and concentrated to give 3.9 g of methyl 4-amino-2-chlorobenzoate. 1 g of methyl 4-amino-2-chlorobenzoate was cooled to 0° C. in DCM with 485 μL of ... Reactants: S(=O)(=O)(C1=CC=C(C)C=C1)ON (O-tosyl-hydroxylamine), NC1=NC2=CC=C(C=C2C(=C1C#N)O)I (2-amino-3-cyano-4-hydroxy-6-iodoquinoline), solid, C([O-])([O-])=O.[K+].[K+] (potassium carbonate). The solvent is ClCCl (dichloromethane), CN(C=O)C (dimethylformamide). Reaction conditions: time 4 hour. Yields the product S(=O)(=O)([O-])C1=CC=C(C)C=C1.N[N+]1=C(C(=C(C2=CC(=CC=C12)I)O)C#N)N (1,2-Diamino-3-cyano-4-hydroxy-6-iodoquinolinium tosylate). Isolated yield 57.4%. As a reaction SMILES: [NH2:1][C:2]1[C:11]([C:12]#[N:13])=[C:10]([OH:14])[C:9]2[C:4](=[CH:5][CH:6]=[C:7]([I:15])[CH:8]=2)[N:3]=1.C(=O)([O-])[O-].[K+].[K+].[S:22]([O:32][NH2:33])([C:25]1[CH:31]=[CH:30][C:28]([CH3:29])=[CH:27][CH:26]=1)(=[O:24])=[O:23]>CN(C)C=O.ClCCl>[S:22]([C:25]1[CH:31]=[CH:30][C:28]([CH3:29])=[CH:27][CH:26]=1)([O-:32])(=[O:24])=[O:23].[NH2:33][N+:3]1[C:4]2[C:9](=[CH:8][C:7]([I:15])=[CH:6][CH:5]=2)[C:10]([OH:14])=[C:11]([C:12]#[N:13])[C:2]=1[NH2:1] |f:1.2.3,7.8|. Reported procedure: 0.62 g of 2-amino-3-cyano-4-hydroxy-6-iodoquinoline is stirred for 40 minutes in 10 ml dimethylformamide in the presence of 1 g solid potassium carbonate, then the solution of 0.6 g O-tosyl-hydroxylamine in 14 ml dichloromethane is added dropwise. After stirring the reaction mixture at room temperature for 4 hours, the precipitated solid material is filtered off and dried to obtain 0.57 g of the title compound (MH+: 327). Reactants: ClCC(=O)N1C2=C(N(C([C@@H]3[C@H]1CCC3)=O)CC3=CC=C(C=C3)NC(=O)OC3=CC=CC=C3)C=CC=C2 ((3aR*,10aS*)-4-(chloroacetyl)-9-[4-(phenoxycarbonylamino)benzyl]-2,3,3a,4,9,10a-hexahydrobenzo[b]cyclopenta[e][1,4]diazepin-10(1H)-one), C1(=CC=CC=C1)CCN (2-phenylethylamine). Solvent: C(C)(=O)OCC (ethyl acetate), CN(C)C=O (DMF). Conditions: time 4 hour. The product is ClCC(=O)N1C2=C(N(C([C@@H]3[C@H]1CCC3)=O)CC3=CC=C(C=C3)NC(=O)NCCC3=CC=CC=C3)C=CC=C2 ((3aR*,10aS*)-4-(Chloroacetyl)-9-[4-[3-(2-phenylethyl)ureido]benzyl]-2,3,3a,4,9,10a-hexahydrobenzo[b]-cyclopenta[e][1,4]diazepin-10(1H)-one). The yield is 38.9%. RXN SMILES: [Cl:1][CH2:2][C:3]([N:5]1[C@@H:11]2[CH2:12][CH2:13][CH2:14][C@@H:10]2[C:9](=[O:15])[N:8]([CH2:16][C:17]2[CH:22]=[CH:21][C:20]([NH:23][C:24]([O:26]C3C=CC=CC=3)=O)=[CH:19][CH:18]=2)[C:7]2[CH:33]=[CH:34][CH:35]=[CH:36][C:6]1=2)=[O:4].[C:37]1([CH2:43][CH2:44][NH2:45])[CH:42]=[CH:41][CH:40]=[CH:39][CH:38]=1>CN(C=O)C.C(OCC)(=O)C>[Cl:1][CH2:2][C:3]([N:5]1[C@@H:11]2[CH2:12][CH2:13][CH2:14][C@@H:10]2[C:9](=[O:15])[N:8]([CH2:16][C:17]2[CH:18]=[CH:19][C:20]([NH:23][C:24]([NH:45][CH2:44][CH2:43][C:37]3[CH:42]=[CH:41][CH:40]=[CH:39][CH:38]=3)=[O:26])=[CH:21][CH:22]=2)[C:7]2[CH:33]=[CH:34][CH:35]=[CH:36][C:6]1=2)=[O:4]. Reported procedure: To a solution of (3aR*,10aS*)-4-(chloroacetyl)-9-[4-(phenoxycarbonylamino)benzyl]-2,3,3a,4,9,10a-hexahydrobenzo[b]cyclopenta[e][1,4]diazepin-10(1H)-one (151 mg, 0.3 mmol) in DMF (1.5 mL) was added 2-phenylethylamine (38 μl, 0.3 mmol) and the mixture was stirred at room temperature for 4 hours. This reaction mixture was diluted with ethyl acetate and washed with 2 portions of water and, then, with saturated aqueous NaCl solution. This solution was dried over NaSO4 and concentrated under reduced p... Starting materials: IC1=CC=C(C=C1)O (4-iodo-phenol), S1C=C(C=C1)B(O)O (thiophene-3-boronic acid), C1(=CC=CC=C1)P(C1=CC=CC=C1)C1=CC=CC=C1 (triphenyl phosphine), ice water, C([O-])([O-])=O.[K+].[K+] (potassium carbonate). Reagents/catalysts: C(C)(=O)[O-].[Pd+2].C(C)(=O)[O-] (palladium(II) acetate). Solvent: COCCOC (DME), O (water), C(C)O (ethanol). Conditions: time 30 minute. Yields the product S1C=C(C=C1)C1=CC=C(C=C1)O (4-Thiophen-3-yl-phenol). Isolated yield 73.8%. As a reaction SMILES: I[C:2]1[CH:7]=[CH:6][C:5]([OH:8])=[CH:4][CH:3]=1.[S:9]1[CH:13]=[CH:12][C:11](B(O)O)=[CH:10]1.C1(P(C2C=CC=CC=2)C2C=CC=CC=2)C=CC=CC=1.C(=O)([O-])[O-].[K+].[K+]>COCCOC.C([O-])(=O)C.[Pd+2].C([O-])(=O)C.O.C(O)C>[S:9]1[CH:13]=[CH:12][C:11]([C:2]2[CH:7]=[CH:6][C:5]([OH:8])=[CH:4][CH:3]=2)=[CH:10]1 |f:3.4.5,7.8.9|. Procedure: To a 25 mL press resistant vial which contained a suspension of 4-iodo-phenol (220 mg, 1 mmol), thiophene-3-boronic acid (128 mg, 1 mmol), palladium(II) acetate (20 mg, 0.1 mmol) and triphenyl phosphine (60 mg, 0.25 mmol) in DME (10 mL) was added potassium carbonate (400 mg, 2.5 mmol), ethanol (0.25 mL) and water (0.25 mL) at rt. The tube was sealed and the mixture was allowed to stir at rt for 30 min and then was heated to 98° C. and stirred at 98° C. for 16 h. After cooling to rt, the mixture ... Starting materials: ethyl ester, ClC=1C=CC2=C([C@H](O[C@@H](C(N2CC2=C(C=C(C=C2)OC)OC)=O)CC(=O)O)C2=C(C=CC=C2)Cl)C1 (trans-7-chloro-5-(2-chlorophenyl)-1-(2,4-dimethoxybenzyl)-2-oxo-1,2,3,5-tetrahydro-4,1-benzoxazepine-3-acetic acid), Cl (hydrochloric acid), [OH-].[Na+] (sodium hydroxide). Solvent: CO (methanol). Conditions: time 30 minute. Yields the product C(C1=CC=CC=C1)N1C([C@H](O[C@H](C2=C1C=CC=C2)C2=CC=CC=C2)CCC(=O)O)=O (cis-1-benzyl-2-oxo-5-phenyl-1,2,3,5-tetrahydro-4,1-benzoxazepine-3-propionic acid). As a reaction SMILES: Cl[C:2]1[CH:3]=[CH:4][C:5]2[N:11]([CH2:12][C:13]3[CH:18]=[CH:17][C:16](OC)=[CH:15][C:14]=3OC)[C:10](=[O:23])[C@@H:9](CC(O)=O)[O:8][C@H:7]([C:28]3[CH:33]=[CH:32][CH:31]=[CH:30][C:29]=3Cl)[C:6]=2[CH:35]=1.[OH-:36].[Na+].Cl>CO>[CH2:12]([N:11]1[C:5]2[CH:4]=[CH:3][CH:2]=[CH:35][C:6]=2[C@H:7]([C:28]2[CH:29]=[CH:30][CH:31]=[CH:32][CH:33]=2)[O:8][C@H:9]([CH2:5][CH2:6][C:7]([OH:8])=[O:36])[C:10]1=[O:23])[C:13]1[CH:14]=[CH:15][CH:16]=[CH:17][CH:18]=1 |f:1.2|. Reported procedure: In 20 ml of methanol was dissolved 0.5 g of ethyl ester of cis-1-benzyl-2-oxo-5-phenyl-1,2,3,5-tetrahydro-4,1-benzoxazepine-3-propionic acid obtained in Example 8. To the solution was added 7 ml of 1N sodium hydroxide, and the mixture was stirred for 30 minutes at room temperature. The reaction mixture was acidified with 100 ml of 1N hydrochloric acid, which was subjected to extraction with 150 ml of ethyl acetate. The ethyl acetate layer was washed with water and dried over anhydrous magnesium ... The reactants are NO (amino alcohol), C(CCl)Cl (EDC), C=1C=CC2=C(C1)N=NN2O (HOBt), C(=O)(OC(C)(C)C)N[C@@H](CC(C)C)C(=O)O (N-Boc-leucine). Run in C(C)(=O)OCC (ethyl acetate), C(Cl)Cl (CH2Cl2). Product: N1=C(C=CC2=CC=CC=C12)C(=O)O (Quinoline-2-carboxylic acid). Isolated yield 212.0%. As a reaction SMILES: NO.C(Cl)CCl.[CH:7]1[CH:8]=[CH:9][C:10]2N(O)N=[N:13][C:11]=2[CH:12]=1.C(N[C@H:25]([C:30]([OH:32])=[O:31])[CH2:26][CH:27](C)C)(OC(C)(C)C)=O>C(Cl)Cl.C(OCC)(=O)C>[N:13]1[C:11]2[C:10](=[CH:9][CH:8]=[CH:7][CH:12]=2)[CH:27]=[CH:26][C:25]=1[C:30]([OH:32])=[O:31]. Reported procedure: To a solution of the amino alcohol of Example 1e (720 mg, 2.72 mmol) in CH2Cl2 was added EDC (521 mg), HOBt (368 mg) and N-Boc-leucine (630 mg). The reaction was maintained at room temperature until complete consumption of the starting material was observed by TLC analysis. The reaction was diluted with ethyl acetate and washed with 1N HCl, sat. K2CO3, water, brine, dried (MgSO4), filtered and concentrated. Column chromatography of the residue (3% methanol:dichloromethane) gave 1.0 g of the titl...